From a dataset of the Open Reaction Database (ORD), a public repository of structured organic reaction records. describe an organic reaction: reactants, conditions, products, and yield Starting materials: C1CCOC1, CCN, O=S(=O)(Cl)Cc1ccc(C(F)(F)F)cc1. Yields the product CCNS(=O)(=O)Cc1ccc(C(F)(F)F)cc1. RXN SMILES: [CH2:19]1[O:20][CH2:21][CH2:22][CH2:23]1.[CH3:16][CH2:17][NH2:18].[F:1][C:2]([c:3]1[cH:4][cH:5][c:6]([CH2:9][S:10](=[O:11])(=[O:12])[Cl:13])[cH:7][cH:8]1)([F:14])[F:15]>>[F:1][C:2]([c:3]1[cH:4][cH:5][c:6]([CH2:9][S:10](=[O:11])(=[O:12])[NH:18][CH2:17][CH3:16])[cH:7][cH:8]1)([F:14])[F:15]. Procedure: 2 mL H2SO4 is added to (2-bromo-phenyl)-acetic acid (15 g, 70 mmol) in 150 mL methanol. The reaction mixture is refluxed 16 hours and cooled to room temperature. 100 mL saturated NaHCO3 (aq) is added. Methanol is removed in vacuo. The resulting mixture is extracted with Ethyl acetate. The organic phase is washed with brine, dried with MgSO4 and concentrated in vacuo to give the title compound. The solvent is CO (methanol). Product: COC(CC1=C(C=CC=C1)Br)=O ((2-bromo-phenyl)-acetic acid methyl ester). As a reaction SMILES: OS(O)(=O)=O.[Br:6][C:7]1[CH:12]=[CH:11][CH:10]=[CH:9][C:8]=1[CH2:13][C:14]([OH:16])=[O:15].[C:17]([O-])(O)=O.[Na+]>CO>[CH3:17][O:15][C:14](=[O:16])[CH2:13][C:8]1[CH:9]=[CH:10][CH:11]=[CH:12][C:7]=1[Br:6] |f:2.3|. The reactants are OS(=O)(=O)O (H2SO4), BrC1=C(C=CC=C1)CC(=O)O ((2-bromo-phenyl)-acetic acid), C(=O)(O)[O-].[Na+] (NaHCO3). The reactants are CO, COc1ccc([N+](=O)[O-])c(Cl)n1, Nc1ccccc1O. The product is COc1ccc([N+](=O)[O-])c(Nc2ccccc2O)n1. RXN SMILES: [CH3:21][OH:22].[Cl:1][c:2]1[n:3][c:4]([O:11][CH3:12])[cH:5][cH:6][c:7]1[N+:8](=[O:9])[O-:10].[NH2:13][c:14]1[c:15]([OH:20])[cH:16][cH:17][cH:18][cH:19]1>>[c:2]1([NH:13][c:14]2[c:15]([OH:20])[cH:16][cH:17][cH:18][cH:19]2)[n:3][c:4]([O:11][CH3:12])[cH:5][cH:6][c:7]1[N+:8](=[O:9])[O-:10]. Reactants: CC(=O)OC(C)=O, ClCCl, CCNC(=O)C(N)Cc1ccc(C(=O)OC(C)(C)C)cc1, c1ccncc1. The product is CCNC(=O)C(Cc1ccc(C(=O)OC(C)(C)C)cc1)NC(C)=O. RXN SMILES: [CH3:28][C:29](=[O:30])[O:31][C:32](=[O:33])[CH3:34].[Cl:35][CH2:36][Cl:37].[NH2:1][CH:2]([CH2:3][c:4]1[cH:5][cH:6][c:7]([C:8](=[O:9])[O:10][C:11]([CH3:12])([CH3:13])[CH3:14])[cH:15][cH:16]1)[C:17](=[O:18])[NH:19][CH2:20][CH3:21].[cH:22]1[cH:23][cH:24][n:25][cH:26][cH:27]1>>[NH:1]([CH:2]([CH2:3][c:4]1[cH:5][cH:6][c:7]([C:8](=[O:9])[O:10][C:11]([CH3:12])([CH3:13])[CH3:14])[cH:15][cH:16]1)[C:17](=[O:18])[NH:19][CH2:20][CH3:21])[C:29]([CH3:28])=[O:30]. Isolated yield 54.2%. Run in O1CCCC1 (tetrahydrofuran), O (water), C(C)(=O)OCC (Ethyl acetate), CN(C=O)C (dimethylformamide). As a reaction SMILES: CS(O[CH2:6][C@@H:7]1[CH2:11][C@H:10]([S:12][C:13]([C:26]2[CH:31]=[CH:30][CH:29]=[CH:28][CH:27]=2)([C:20]2[CH:25]=[CH:24][CH:23]=[CH:22][CH:21]=2)[C:14]2[CH:19]=[CH:18][CH:17]=[CH:16][CH:15]=2)[CH2:9][N:8]1[C:32]([O:34][CH2:35][C:36]1[CH:41]=[CH:40][C:39]([N+:42]([O-:44])=[O:43])=[CH:38][CH:37]=1)=[O:33])(=O)=O.[NH:45]1[CH2:50][CH2:49][NH:48][CH2:47][CH2:46]1.Cl.[O-:52][C:53]#[N:54].[K+]>CN(C)C=O.O1CCCC1.O.C(OCC)(=O)C>[C:53]([N:45]1[CH2:50][CH2:49][N:48]([CH2:6][C@@H:7]2[CH2:11][C@H:10]([S:12][C:13]([C:26]3[CH:27]=[CH:28][CH:29]=[CH:30][CH:31]=3)([C:20]3[CH:21]=[CH:22][CH:23]=[CH:24][CH:25]=3)[C:14]3[CH:15]=[CH:16][CH:17]=[CH:18][CH:19]=3)[CH2:9][N:8]2[C:32]([O:34][CH2:35][C:36]2[CH:37]=[CH:38][C:39]([N+:42]([O-:44])=[O:43])=[CH:40][CH:41]=2)=[O:33])[CH2:47][CH2:46]1)(=[O:52])[NH2:54] |f:3.4|. Run at time 5 hour. Starting materials: CS(=O)(=O)OC[C@H]1N(C[C@H](C1)SC(C1=CC=CC=C1)(C1=CC=CC=C1)C1=CC=CC=C1)C(=O)OCC1=CC=C(C=C1)[N+](=O)[O-] ((2S,4S)-2-(methanesulfonyloxy)methyl-1-(4-nitrobenzyloxycarbonyl)-4-(triphenylmethylthio)-pyrrolidine), N1CCNCC1 (piperazine), ice water, Cl (hydrochloric acid), [O-]C#N.[K+] (potassium cyanate). Reported procedure: A mixture of (2S,4S)-2-(methanesulfonyloxy)methyl-1-(4-nitrobenzyloxycarbonyl)-4-(triphenylmethylthio)-pyrrolidine (2.28 g) and piperazine (0.93 g) in dimethylformamide (40 ml) was stirred at 80°-90° C. for 5 hours. The reaction mixture was poured into ice-water (150 ml). The precipitates were collected by filtration, washed with water and dissolved in ethyl acetate (100 ml). The solution was washed twice with saturated aqueous sodium chloride (30 ml), dried over anhydrous magnesium sulfate and ... The product is C(N)(=O)N1CCN(CC1)C[C@H]1N(C[C@H](C1)SC(C1=CC=CC=C1)(C1=CC=CC=C1)C1=CC=CC=C1)C(=O)OCC1=CC=C(C=C1)[N+](=O)[O-] ((2S,4S)-2-(4-carbamoylpiperazin-1-yl)methyl-1-(4-nitrobenzyloxycarbonyl)-4-(triphenylmethylthio)pyrrolidine).